This data is from the Open Reaction Database (ORD), a public repository of structured organic reaction records. The task is: describe an organic reaction: reactants, conditions, products, and yield Starting materials: CC#N, COCC#Cc1ccc(C(=O)NCc2ccc(Oc3ccccc3)s2)c(N)n1, C1CCOC1, O, O=C(O)C(F)(F)F, c1ccc2ncccc2c1. The product is COCC=Cc1ccc(C(=O)NCc2ccc(Oc3ccccc3)s2)c(N)n1. RXN SMILES: [C:45](#[N:46])[CH3:47].[NH2:1][c:2]1[c:3]([C:4](=[O:5])[NH:6][CH2:7][c:8]2[s:9][c:10]([O:13][c:14]3[cH:15][cH:16][cH:17][cH:18][cH:19]3)[cH:11][cH:12]2)[cH:20][cH:21][c:22]([C:24]#[C:25][CH2:26][O:27][CH3:28])[n:23]1.[O:29]1[CH2:30][CH2:31][CH2:32][CH2:33]1.[OH2:44].[OH:48][C:49]([C:50]([F:51])([F:52])[F:53])=[O:54].[cH:34]1[cH:35][c:36]2[c:37]([n:38][cH:39][cH:40][cH:41]2)[cH:42][cH:43]1>>[NH2:1][c:2]1[c:3]([C:4](=[O:5])[NH:6][CH2:7][c:8]2[s:9][c:10]([O:13][c:14]3[cH:15][cH:16][cH:17][cH:18][cH:19]3)[cH:11][cH:12]2)[cH:20][cH:21][c:22]([CH:24]=[CH:25][CH2:26][O:27][CH3:28])[n:23]1.